Task: describe an organic reaction: reactants, conditions, products, and yield. Dataset: the Open Reaction Database (ORD), a public repository of structured organic reaction records Procedure: The nitrile 25C (2.0 g, 11.1 mmol), 4-trifluoromethylphenylboronic acid (2.32 g, 1.1 mol eq), palladium acetate (50 mg, 0.02 mol eq), cesium carbonate (7.23 g, 2 mol eq), and XPhos (210 mg, 0.04 mol eq) were mixed, placed under a nitrogen atmosphere and dioxane (10 mL) was added. The mixture was heated at 100° C. for 3 h. After cooling, the mixture was filtered through a celite pad, washed with dioxane (2×20 mL) and concentrated under reduced pressure. The residue was purified by flash chromatog... The reagents and catalysts are C(C)(=O)[O-].[Pd+2].C(C)(=O)[O-] (palladium acetate). Yield: 68.0%. Solvent: O1CCOCC1 (dioxane). Reactants: ClC1=NC(=CC(=C1)C#N)N(C)C (2-chloro-6-(N,N′-dimethylamino)-pyridine-4-carbonitrile), FC(C1=CC=C(C=C1)B(O)O)(F)F (4-trifluoromethylphenylboronic acid), C([O-])([O-])=O.[Cs+].[Cs+] (cesium carbonate), CC(C)C1=CC(=C(C(=C1)C(C)C)C2=C(C=CC=C2)P(C3CCCCC3)C4CCCCC4)C(C)C (XPhos). The product is CN(C)C1=NC(=CC(=C1)C#N)C1=CC=C(C=C1)C(F)(F)F (2-(N,N′-dimethylamino)-6-[4-(trifluoromethyl)phenyl]pyridine-4-carbonitrile). Run at temperature 100 celsius. RXN SMILES: Cl[C:2]1[CH:7]=[C:6]([C:8]#[N:9])[CH:5]=[C:4]([N:10]([CH3:12])[CH3:11])[N:3]=1.[F:13][C:14]([F:25])([F:24])[C:15]1[CH:20]=[CH:19][C:18](B(O)O)=[CH:17][CH:16]=1.C(=O)([O-])[O-].[Cs+].[Cs+].CC(C1C=C(C(C)C)C(C2C=CC=CC=2P(C2CCCCC2)C2CCCCC2)=C(C(C)C)C=1)C>C([O-])(=O)C.[Pd+2].C([O-])(=O)C.O1CCOCC1>[CH3:11][N:10]([C:4]1[CH:5]=[C:6]([C:8]#[N:9])[CH:7]=[C:2]([C:18]2[CH:19]=[CH:20][C:15]([C:14]([F:25])([F:24])[F:13])=[CH:16][CH:17]=2)[N:3]=1)[CH3:12] |f:2.3.4,6.7.8|.